The task is: describe an organic reaction: reactants, conditions, products, and yield. This data is from the Open Reaction Database (ORD), a public repository of structured organic reaction records. Reactants: O (water), BrBr (bromine), BrC1=C2C=CC=CC2=C(C2=C1SC(=C2C)C)C2=CC(=C(C=C2)O)[N+](=O)[O-] (4-(9-bromo-2,3-dimethyl-naphtho[2,3-b]thiophen-4-yl)-2-nitro-phenol), C(C)(=O)[O-].[K+] (potassium acetate). The solvent is C(C)(=O)O (acetic acid), C(C)(=O)O (acetic acid). Reaction conditions: time 10 minute. Product: BrC1=C(C(=CC(=C1)C1=C2C=CC=CC2=C(C=2SC(=C(C21)C)C)Br)[N+](=O)[O-])O (2-Bromo-4-(9-bromo-2,3-dimethyl-naphtho[2,3-b]thiophen-4-yl)-6-nitro-phenol). Isolated yield 59.5%. As a reaction SMILES: [Br:1]Br.[Br:3][C:4]1[C:13]2[S:14][C:15]([CH3:18])=[C:16]([CH3:17])[C:12]=2[C:11]([C:19]2[CH:24]=[CH:23][C:22]([OH:25])=[C:21]([N+:26]([O-:28])=[O:27])[CH:20]=2)=[C:10]2[C:5]=1[CH:6]=[CH:7][CH:8]=[CH:9]2.C([O-])(=O)C.[K+].O>C(O)(=O)C>[Br:1][C:23]1[CH:24]=[C:19]([C:11]2[C:12]3[C:16]([CH3:17])=[C:15]([CH3:18])[S:14][C:13]=3[C:4]([Br:3])=[C:5]3[C:10]=2[CH:9]=[CH:8][CH:7]=[CH:6]3)[CH:20]=[C:21]([N+:26]([O-:28])=[O:27])[C:22]=1[OH:25] |f:2.3|. Procedure details: A solution of bromine (0.040 mL, 0.756 mmol) in acetic acid (0.5 mL) was added dropwise to a stirred suspension of 4-(9-bromo-2,3-dimethyl-naphtho[2,3-b]thiophen-4-yl)-2-nitro-phenol (0.20 g, 0.467 mmol), potassium acetate (0.228 g, 2.335 mmol) in acetic acid (4 mL). After 10 min, water was added and the reaction mixture was extracted with ether. Silica gel was added to the ether phase and the solvent was removed. The adsorbate was flashed (gradient: 95:5 to 85:15) to provide the title compound ... Reactants: ClC=1C=C(C=CC1)NC=1C(N(N=C(C1C(C)O)C1=CC=CC=C1)CC)=O (4-[(3-Chlorophenyl)amino]-2-ethyl-5-(1-hydroxyethyl)-6-phenylpyridazin-3(2H)-one). Run in C1(=CC=CC=C1)C (toluene), OS(=O)(=O)O (H2SO4). The product is ClC=1C=C(C=CC1)NC=1C(N(N=C(C1C=C)C1=CC=CC=C1)CC)=O (4-[(3-Chlorophenyl)amino]-2-ethyl-6-phenyl-5-vinylpyridazin-3(2H)-one). Yield: 63.0%. As a reaction SMILES: [Cl:1][C:2]1[CH:3]=[C:4]([NH:8][C:9]2[C:10](=[O:26])[N:11]([CH2:24][CH3:25])[N:12]=[C:13]([C:18]3[CH:23]=[CH:22][CH:21]=[CH:20][CH:19]=3)[C:14]=2[CH:15](O)[CH3:16])[CH:5]=[CH:6][CH:7]=1>C1(C)C=CC=CC=1.OS(O)(=O)=O>[Cl:1][C:2]1[CH:3]=[C:4]([NH:8][C:9]2[C:10](=[O:26])[N:11]([CH2:24][CH3:25])[N:12]=[C:13]([C:18]3[CH:19]=[CH:20][CH:21]=[CH:22][CH:23]=3)[C:14]=2[CH:15]=[CH2:16])[CH:5]=[CH:6][CH:7]=1. Reported procedure: To a solution of the title compound of example 1 (185 mg, 0.5 mmol) in toluene (8 mL), H2SO4 adsorbed on silica gel (Chavetz et al., Synthetic Communications, 24, 2325, 1884) (400 mg) was added portionwise during 4 h at 80° C. Then silica gel was filtered off and the residue was thoroughly washed with acetone. Solvent was removed under reduced pressure and the residue was treated with ice water. The final product precipitated and was isolated by filtration (63% yield). The reactants are C(CC)[C@@H]1CC[C@H](CC1)O (trans-4-propylcyclohexanol), P(Br)(Br)Br (PBr3), P(Br)(Br)Br (PBr3), ice water. Reaction conditions: temperature 70 celsius, time 1 hour. Product: C(CC)C1CCC(CC1)Br (4-propyl-1-bromocyclohexane). The yield is 176.0%. RXN SMILES: [CH2:1]([C@H:4]1[CH2:9][CH2:8][C@H:7](O)[CH2:6][CH2:5]1)[CH2:2][CH3:3].P(Br)(Br)[Br:12]>>[CH2:1]([CH:4]1[CH2:9][CH2:8][CH:7]([Br:12])[CH2:6][CH2:5]1)[CH2:2][CH3:3]. Procedure details: 142 g (1.0 mol) of trans-4-propylcyclohexanol was stirred at room temperature and 136 g (0.5 mol) of PBr3 was added drop-wise. The reaction was exothermic and reached about 80° C. The product of the reaction was stirred over a hot water bath at 70° C. for 1 hour, cooled to room temperature, and poured into ice water to decompose the excess PBr3. The oily layer was separated out and the aqueous layer was extracted with chloroform. The oily layers were combined and washed with water. The chlorofor... Starting materials: COc1ccc(Cn2c(=O)n(C)c(=O)c3c(Cc4ccccc4)n(Cc4ccc(-c5ccccc5)cc4)nc32)cc1, C1CCOC1, [Ce+4], O=[N+]([O-])[O-], O=[N+]([O-])[O-], O=[N+]([O-])[O-], O=[N+]([O-])[O-], O=[N+]([O-])[O-], [NH4+], O. Yields the product Cn1c(=O)[nH]c2nn(Cc3ccc(-c4ccccc4)cc3)c(Cc3ccccc3)c2c1=O. RXN SMILES: [CH2:23]([c:24]1[cH:25][cH:26][cH:27][cH:28][cH:29]1)[c:30]1[n:31]([CH2:51][c:52]2[cH:53][cH:54][c:55](-[c:58]3[cH:59][cH:60][cH:61][cH:62][cH:63]3)[cH:56][cH:57]2)[n:32][c:33]2[n:34]([CH2:42][c:43]3[cH:44][cH:45][c:46]([O:47][CH3:48])[cH:49][cH:50]3)[c:35](=[O:41])[n:36]([CH3:40])[c:37](=[O:39])[c:38]12.[CH2:65]1[O:66][CH2:67][CH2:68][CH2:69]1.[Ce+4:5].[N+:11]([O-:12])([O-:13])=[O:14].[N+:15]([O-:16])([O-:17])=[O:18].[N+:19]([O-:20])([O-:21])=[O:22].[N+:1]([O-:2])([O-:3])=[O:4].[N+:7]([O-:8])([O-:9])=[O:10].[NH4+:6].[OH2:64]>>[CH2:23]([c:24]1[cH:25][cH:26][cH:27][cH:28][cH:29]1)[c:30]1[n:31]([CH2:51][c:52]2[cH:53][cH:54][c:55](-[c:58]3[cH:59][cH:60][cH:61][cH:62][cH:63]3)[cH:56][cH:57]2)[n:32][c:33]2[nH:34][c:35](=[O:41])[n:36]([CH3:40])[c:37](=[O:39])[c:38]12. Starting materials: OC1=CC=C(C=C1)C1C(CN(CC1)C(=O)OCC1=CC=CC=C1)OCC1=CC=C2CCC(N(C2=C1)CCCOC)=O (benzyl 4-(4-hydroxyphenyl)-3-[1-(3-methoxypropyl)-2-oxo-1,2,3,4-tetrahydroquinolin-7-ylmethoxy]piperidine-1-carboxylate), C1(=CC=C(C=C1)S(=O)(=O)OCCCOC(C)C1=CC=CC=C1)C (3-(1-phenylethoxy)propyl toluene-4-sulphonate), C([O-])([O-])=O.[Cs+].[Cs+] (caesium carbonate). The solvent is C(C)#N (acetonitrile). Conditions: temperature 80 celsius, time 2 hour. Product: COCCCN1C(CCC2=CC=C(C=C12)COC1CN(CCC1C1=CC=C(C=C1)OCCCOC(C)C1=CC=CC=C1)C(=O)OCC1=CC=CC=C1)=O (Benzyl 3-[1-(3-methoxypropyl)-2-oxo-1,2,3,4-tetrahydroquinolin-7-ylmethoxy]-4-{4-[3-(1-phenylethoxy)propoxy]phenyl}piperidine-1-carboxylate), SiO2. RXN SMILES: [OH:1][C:2]1[CH:7]=[CH:6][C:5]([CH:8]2[CH2:13][CH2:12][N:11]([C:14]([O:16][CH2:17][C:18]3[CH:23]=[CH:22][CH:21]=[CH:20][CH:19]=3)=[O:15])[CH2:10][CH:9]2[O:24][CH2:25][C:26]2[CH:35]=[C:34]3[C:29]([CH2:30][CH2:31][C:32](=[O:41])[N:33]3[CH2:36][CH2:37][CH2:38][O:39][CH3:40])=[CH:28][CH:27]=2)=[CH:4][CH:3]=1.C1(C)C=CC(S(O[CH2:52][CH2:53][CH2:54][O:55][CH:56]([C:58]2[CH:63]=[CH:62][CH:61]=[CH:60][CH:59]=2)[CH3:57])(=O)=O)=CC=1.C(=O)([O-])[O-].[Cs+].[Cs+]>C(#N)C>[CH3:40][O:39][CH2:38][CH2:37][CH2:36][N:33]1[C:34]2[C:29](=[CH:28][CH:27]=[C:26]([CH2:25][O:24][CH:9]3[CH:8]([C:5]4[CH:6]=[CH:7][C:2]([O:1][CH2:52][CH2:53][CH2:54][O:55][CH:56]([C:58]5[CH:63]=[CH:62][CH:61]=[CH:60][CH:59]=5)[CH3:57])=[CH:3][CH:4]=4)[CH2:13][CH2:12][N:11]([C:14]([O:16][CH2:17][C:18]4[CH:19]=[CH:20][CH:21]=[CH:22][CH:23]=4)=[O:15])[CH2:10]3)[CH:35]=2)[CH2:30][CH2:31][C:32]1=[O:41] |f:2.3.4|. Procedure details: The mixture of 0.200 g of benzyl 4-(4-hydroxyphenyl)-3-[1-(3-methoxypropyl)-2-oxo-1,2,3,4-tetrahydroquinolin-7-ylmethoxy]piperidine-1-carboxylate, 0.157 g of 3-(1-phenylethoxy)propyl toluene-4-sulphonate and 0.173 g of caesium carbonate in 2.5 ml of acetonitrile is stirred at 80° C. over 2 hours. The reaction mixture is subsequently cooled, poured onto water (25 ml) and extracted with tert-butyl methyl ether (2×25 ml). The organic phases are washed with brine (1×25 ml), dried over sodium sulphat... Reactants: C1(CCC(=O)O1)=O (Succinic anhydride), CC(C)CCC[C@@H](C)[C@H]1CC[C@H]2[C@@H]3CC=C4C[C@@H](O)CC[C@]4(C)[C@H]3CC[C@]12C (cholesterol), N1=CC=CC=C1 (pyridine). The solvent is C(Cl)Cl (DCM). Conditions: temperature 80 celsius. Yields the product C(CCC(=O)O)(=O)O.CC(C)CCC[C@@H](C)[C@H]1CC[C@H]2[C@@H]3CC=C4C[C@@H](O)CC[C@]4(C)[C@H]3CC[C@]12C.CC(C)CCC[C@@H](C)[C@H]1CC[C@H]2[C@@H]3CC=C4C[C@@H](O)CC[C@]4(C)[C@H]3CC[C@]12C (cholesterol hemisuccinate). As a reaction SMILES: [C:1]1(=[O:7])[O:6][C:4](=[O:5])[CH2:3][CH2:2]1.[CH3:8][CH:9]([CH2:11][CH2:12][CH2:13][C@H:14]([C@@H:16]1[C@:34]2([CH3:35])[C@H:19]([C@H:20]3[C@H:31]([CH2:32][CH2:33]2)[C@:29]2([CH3:30])[C:23]([CH2:24][C@H:25]([CH2:27][CH2:28]2)[OH:26])=[CH:22][CH2:21]3)[CH2:18][CH2:17]1)[CH3:15])[CH3:10].N1C=CC=CC=1>C(Cl)Cl>[C:1]([OH:6])(=[O:7])[CH2:2][CH2:3][C:4]([OH:26])=[O:5].[CH3:10][CH:9]([CH2:11][CH2:12][CH2:13][C@H:14]([C@@H:16]1[C@:34]2([CH3:35])[C@H:19]([C@H:20]3[C@H:31]([CH2:32][CH2:33]2)[C@:29]2([CH3:30])[C:23]([CH2:24][C@H:25]([CH2:27][CH2:28]2)[OH:26])=[CH:22][CH2:21]3)[CH2:18][CH2:17]1)[CH3:15])[CH3:8].[CH3:10][CH:9]([CH2:11][CH2:12][CH2:13][C@H:14]([C@@H:16]1[C@:34]2([CH3:35])[C@H:19]([C@H:20]3[C@H:31]([CH2:32][CH2:33]2)[C@:29]2([CH3:30])[C:23]([CH2:24][C@H:25]([CH2:27][CH2:28]2)[OH:26])=[CH:22][CH2:21]3)[CH2:18][CH2:17]1)[CH3:15])[CH3:8] |f:4.5.6|. Procedure details: Succinic anhydride (1.55 gm, 15.5 mmol) was added to a solution of cholesterol (5 gm, 12.9 mmol) in pyridine (10 ml). After heating at 80° C. for 3 h, the reaction mixture was diluted with DCM and the organic phase was washed with 10% HCl (50 ml) followed by a water wash (50 ml). The organic phase was separated, dried over Na2SO4 to obtain cholesterol hemisuccinate as white solid. The solid was recrystallized from DCM and hexane (5.78 gm, 92% yield, and melting point 176-178° C.). 1H NMR (300 MH... The reactants are CC1=C(OC=2C=CC(=C(C2)S(=O)(=O)CC2CC2)OC)C(=CC(=C1)[N+](=O)[O-])C (5-(2,6-dimethyl-4-nitro-phenoxy)-2-methoxy-cyclopropylmethanesulfonylbenzene), B(Br)(Br)Br (Boron tribromide). The solvent is ice water. Conditions: time 30 minute. Yields the product C1(CC1)CS(=O)(=O)C1=C(C=CC(=C1)OC1=C(C=C(C=C1C)[N+](=O)[O-])C)O (2-Cyclopropylmethanesulfonyl-4-(2,6-dimethyl-4-nitro-phenoxy)-phenol). As a reaction SMILES: [CH3:1][C:2]1[CH:23]=[C:22]([N+:24]([O-:26])=[O:25])[CH:21]=[C:20]([CH3:27])[C:3]=1[O:4][C:5]1[CH:6]=[CH:7][C:8]([O:18]C)=[C:9]([S:11]([CH2:14][CH:15]2[CH2:17][CH2:16]2)(=[O:13])=[O:12])[CH:10]=1.B(Br)(Br)Br>>[CH:15]1([CH2:14][S:11]([C:9]2[CH:10]=[C:5]([O:4][C:3]3[C:2]([CH3:1])=[CH:23][C:22]([N+:24]([O-:26])=[O:25])=[CH:21][C:20]=3[CH3:27])[CH:6]=[CH:7][C:8]=2[OH:18])(=[O:13])=[O:12])[CH2:17][CH2:16]1. Procedure: 2-Cyclopropylmethanesulfonyl-4-(2,6-dimethyl-4-nitro-phenoxy)-phenol was prepared from 5-(2,6-dimethyl-4-nitro-phenoxy)-2-methoxy-cyclopropylmethanesulfonylbenzene according to a procedure analogous to that described in EXAMPLE 2, Step B. Boron tribromide (1M in dichloromethane, 2.0 equiv) was used. After 30 minutes, ice water (50 ml) was added to quench the reaction, and the mixture was extracted with dichloromethane (3×25 ml). The combined organic phases were dried over anhydrous Na2SO4, filte... Reactants: C(C)(C)(C)O (t-butyl alcohol), N (ammonia), [H][H] (Hydrogen), dinitrile, C1(=CC=CC=C1)C(CCCC#N)(CCCC#N)C (5-phenyl-5-methylnonanedinitrile), [H][H] (hydrogen). Reagents/catalysts: [Ru] (ruthenium on alumina), [Pd] (palladium on alumina). The solvent is O (water). Conditions: temperature 170 celsius, time 2 hour. Product: aralkylenediamine, C1(=CC=CC=C1)C(CCCCN)(CCCCN)C (5-phenyl-5-methyl-1,9-nonanediamine). RXN SMILES: [C:1]1([C:7]([CH3:18])([CH2:13][CH2:14][CH2:15][C:16]#[N:17])[CH2:8][CH2:9][CH2:10][C:11]#[N:12])[CH:6]=[CH:5][CH:4]=[CH:3][CH:2]=1.C(O)(C)(C)C.N.[H][H]>[Ru].[Pd].O>[C:1]1([C:7]([CH3:18])([CH2:8][CH2:9][CH2:10][CH2:11][NH2:12])[CH2:13][CH2:14][CH2:15][CH2:16][NH2:17])[CH:6]=[CH:5][CH:4]=[CH:3][CH:2]=1. Reported procedure: A one liter autoclave was charged with 50 g 0.21 mol of a dinitrile consisting essentially of 5-phenyl-5-methylnonanedinitrile. Also charged to the reactor was 300 mL 237 g t-butyl alcohol, 25 mL water, 5 g of 5 percent by weight ruthenium on alumina, and 2 g of 5 percent by weight palladium on alumina. The reactor was flushed with nitrogen and charged with 70 g 4.1 mol of ammonia. The reactor was pressured to 1200 psig with hydrogen and heated with stirring at 170° C. for two hours. Hydrogen up... The reactants are O=C(n1ccnc1)n1ccnc1, CN(C)C=O, NC1C(=O)N2C(C(=O)O)=C(C=C3CCN(CC4CC4)C3=O)CSC12, O=C(O)CSc1ccc2ccccc2c1. The product is O=C(CSc1ccc2ccccc2c1)NC1C(=O)N2C(C(=O)O)=C(C=C3CCN(CC4CC4)C3=O)CSC12. As a reaction SMILES: [C:1]([n:2]1[cH:3][cH:4][n:5][cH:6]1)([n:7]1[cH:8][cH:9][n:10][cH:11]1)=[O:12].[CH3:52][N:53]([CH3:54])[CH:55]=[O:56].[NH2:28][CH:29]1[CH:30]2[S:31][CH2:32][C:33]([CH:41]=[C:42]3[C:43](=[O:51])[N:44]([CH2:47][CH:48]4[CH2:49][CH2:50]4)[CH2:45][CH2:46]3)=[C:34]([C:38](=[O:39])[OH:40])[N:35]2[C:36]1=[O:37].[cH:13]1[c:14]([S:23][CH2:24][C:25](=[O:26])[OH:27])[cH:15][cH:16][c:17]2[cH:18][cH:19][cH:20][cH:21][c:22]12>>[cH:13]1[c:14]([S:23][CH2:24][C:25](=[O:27])[NH:28][CH:29]2[CH:30]3[S:31][CH2:32][C:33]([CH:41]=[C:42]4[C:43](=[O:51])[N:44]([CH2:47][CH:48]5[CH2:49][CH2:50]5)[CH2:45][CH2:46]4)=[C:34]([C:38](=[O:39])[OH:40])[N:35]3[C:36]2=[O:37])[cH:15][cH:16][c:17]2[cH:18][cH:19][cH:20][cH:21][c:22]12.